This data is from the Open Reaction Database (ORD), a public repository of structured organic reaction records. The task is: describe an organic reaction: reactants, conditions, products, and yield The reactants are CCOC(=O)c1ccc(OCCOC)c(OCCOC)c1, Cc1ccccc1, CC(=O)O, [Cl-], [Na+], O=[N+]([O-])O, O=S(=O)(O)O. Yields the product CCOC(=O)c1cc(OCCOC)c(OCCOC)cc1[N+](=O)[O-]. As a reaction SMILES: [CH3:1][O:2][CH2:3][CH2:4][O:5][c:6]1[cH:7][c:8]([C:9](=[O:10])[O:11][CH2:12][CH3:13])[cH:14][cH:15][c:16]1[O:17][CH2:18][CH2:19][O:20][CH3:21].[CH3:33][c:34]1[cH:35][cH:36][cH:37][cH:38][cH:39]1.[CH3:40][C:41](=[O:42])[OH:43].[Cl-:32].[Na+:31].[OH:27][N+:28]([O-:29])=[O:30].[S:22](=[O:23])(=[O:24])([OH:25])[OH:26]>>[CH3:1][O:2][CH2:3][CH2:4][O:5][c:6]1[cH:7][c:8]([C:9](=[O:10])[O:11][CH2:12][CH3:13])[c:14]([N+:28](=[O:27])[O-:29])[cH:15][c:16]1[O:17][CH2:18][CH2:19][O:20][CH3:21]. RXN SMILES: [CH3:15][CH2:16][OH:17].[F:1][c:2]1[cH:3][cH:4][c:5]([N+:8](=[O:9])[O-:10])[cH:6][cH:7]1.[NH2:11][CH2:12][CH2:13][OH:14]>>[c:2]1([NH:11][CH2:12][CH2:13][OH:14])[cH:3][cH:4][c:5]([N+:8](=[O:9])[O-:10])[cH:6][cH:7]1. Yields the product O=[N+]([O-])c1ccc(NCCO)cc1. Starting materials: CCO, O=[N+]([O-])c1ccc(F)cc1, NCCO. Starting materials: CC(C)(C)c1ccccc1N, CC(C)(C)OC(=O)N1CCC(=O)CC1, CC(=O)O[BH-](OC(C)=O)OC(C)=O, O=C([O-])O, CC(=O)O, ClCCCl, [Na+], [Na+]. The product is CC(C)(C)OC(=O)N1CCC(Nc2ccccc2C(C)(C)C)CC1. As a reaction SMILES: [C:15]([CH3:16])([CH3:17])([CH3:18])[c:19]1[c:20]([NH2:21])[cH:22][cH:23][cH:24][cH:25]1.[C:1]([CH3:2])([CH3:3])([CH3:4])[O:5][C:6](=[O:7])[N:8]1[CH2:9][CH2:10][C:11](=[O:14])[CH2:12][CH2:13]1.[C:30]([O:31][BH-:32]([O:33][C:34](=[O:35])[CH3:36])[O:37][C:38](=[O:39])[CH3:40])(=[O:41])[CH3:42].[C:44](=[O:45])([OH:46])[O-:47].[CH3:26][C:27](=[O:28])[OH:29].[Cl:49][CH2:50][CH2:51][Cl:52].[Na+:43].[Na+:48]>>[C:1]([CH3:2])([CH3:3])([CH3:4])[O:5][C:6](=[O:7])[N:8]1[CH2:9][CH2:10][CH:11]([NH:21][c:20]2[c:19]([C:15]([CH3:16])([CH3:17])[CH3:18])[cH:25][cH:24][cH:23][cH:22]2)[CH2:12][CH2:13]1. Reactants: CCO, NN, CC(C)(C)OC(=O)c1ccn(CCN2C(=O)c3ccccc3C2=O)c1, O. Yields the product CC(C)(C)OC(=O)c1ccn(CCN)c1. As a reaction SMILES: [CH3:29][CH2:30][OH:31].[NH2:27][NH2:28].[O:1]=[C:2]1[N:3]([CH2:12][CH2:13][n:14]2[cH:15][c:16]([C:19](=[O:20])[O:21][C:22]([CH3:23])([CH3:24])[CH3:25])[cH:17][cH:18]2)[C:10](=[O:11])[c:5]2[c:4]1[cH:9][cH:8][cH:7][cH:6]2.[OH2:26]>>[NH2:3][CH2:12][CH2:13][n:14]1[cH:15][c:16]([C:19](=[O:20])[O:21][C:22]([CH3:23])([CH3:24])[CH3:25])[cH:17][cH:18]1. Reactants: CC(C)(C)OC(=O)Nc1ccc2ccc(S(=O)(=O)N(Cc3ccccc3)Cc3ccccc3)cc2c1Br, ClC=CCCl, [H-], [Na+], CN(C)C=O. Yields the product CC(C)(C)OC(=O)N(CC=CCl)c1ccc2ccc(S(=O)(=O)N(Cc3ccccc3)Cc3ccccc3)cc2c1Br. Reaction SMILES: [Br:3][c:4]1[c:5]([NH:32][C:33]([O:34][C:35]([CH3:36])([CH3:37])[CH3:38])=[O:39])[cH:6][cH:7][c:8]2[cH:9][cH:10][c:11]([S:14](=[O:15])(=[O:16])[N:17]([CH2:18][c:19]3[cH:20][cH:21][cH:22][cH:23][cH:24]3)[CH2:25][c:26]3[cH:27][cH:28][cH:29][cH:30][cH:31]3)[cH:12][c:13]12.[Cl:40][CH:41]=[CH:42][CH2:43][Cl:44].[H-:2].[Na+:1].[O:45]=[CH:46][N:47]([CH3:48])[CH3:49]>>[Br:3][c:4]1[c:5]([N:32]([C:33]([O:34][C:35]([CH3:36])([CH3:37])[CH3:38])=[O:39])[CH2:43][CH:42]=[CH:41][Cl:40])[cH:6][cH:7][c:8]2[cH:9][cH:10][c:11]([S:14](=[O:15])(=[O:16])[N:17]([CH2:18][c:19]3[cH:20][cH:21][cH:22][cH:23][cH:24]3)[CH2:25][c:26]3[cH:27][cH:28][cH:29][cH:30][cH:31]3)[cH:12][c:13]12. The reactants are C(C)(C)(C)OC(=O)C1(C(C=CC1=O)CC(=O)OC)CC#CCC (5-tert-butoxycarbonyl-4-methoxycarbonylmethyl-5-(2-pentynyl)-2-cyclopentenone), C(C)(C)(C)OC(=O)C1(C(C=CC1=O)CC(=O)OC)CC#CCC (5-tert-butoxycarbonyl-4-methoxycarbonylmethyl-5-(2-pentynyl)-2-cyclopentenone), [H-].[Al+3].[Li+].[H-].[H-].[H-] (lithium aluminum hydride). Run in CO (methanol). Yields the product COC(=O)CC1C(C(CC1)O)(CC#CCC)C(=O)OC(C)(C)C (3-methoxycarbonylmethyl-2-t-butoxycarbonyl-2-(2-pentynyl)-cyclopentanol). RXN SMILES: [C:1]([O:5][C:6]([C:8]1([CH2:19][C:20]#[C:21][CH2:22][CH3:23])[C:12](=[O:13])[CH:11]=[CH:10][CH:9]1[CH2:14][C:15]([O:17][CH3:18])=[O:16])=[O:7])([CH3:4])([CH3:3])[CH3:2].[H-].[Al+3].[Li+].[H-].[H-].[H-]>CO>[CH3:18][O:17][C:15]([CH2:14][CH:9]1[CH2:10][CH2:11][CH:12]([OH:13])[C:8]1([C:6]([O:5][C:1]([CH3:2])([CH3:4])[CH3:3])=[O:7])[CH2:19][C:20]#[C:21][CH2:22][CH3:23])=[O:16] |f:1.2.3.4.5.6|. Procedure details: A 5.5 g quantity of 5-t-butoxycarbonyl-4-methoxycarbonylmethyl-5-(2-pentynyl)-2-cyclopentenone (compound (2-a)) and 1.5 g of lithium aluminum hydride are dissolved in 200 ml of methanol, and the solution is refluxed in a nitrogen atmosphere for one hour. The same procedure as in Example 1 is thereafter followed, giving 3-methoxycarbonylmethyl-2-t-butoxycarbonyl-2-(2-pentynyl)-cyclopentanol (compound (1-a), R1 =t-butyl, R2 =CH3) in a yield of 93.4%, b.p. 80°-86° C./0.02 mm Hg. Starting materials: CC(C)(C)OC(=O)N(Cc1ccc(C(F)(F)F)cc1)c1ccc(C=O)cn1, CO, [K+], c1cc2cc(OCCN3CCOCC3)cnc2[nH]1, [OH-], O. The product is CC(C)(C)OC(=O)N(Cc1ccc(C(F)(F)F)cc1)c1ccc(C(O)c2c[nH]c3ncc(OCCN4CCOCC4)cc23)cn1. As a reaction SMILES: [C:1]([CH3:2])([CH3:3])([CH3:4])[O:5][C:6]([N:7]([CH2:8][c:9]1[cH:10][cH:11][c:12]([C:15]([F:16])([F:17])[F:18])[cH:13][cH:14]1)[c:19]1[n:20][cH:21][c:22]([CH:25]=[O:26])[cH:23][cH:24]1)=[O:27].[CH3:49][OH:50].[K+:47].[O:28]1[CH2:29][CH2:30][N:31]([CH2:34][CH2:35][O:36][c:37]2[cH:38][c:39]3[c:40]([n:41][cH:42]2)[nH:43][cH:44][cH:45]3)[CH2:32][CH2:33]1.[OH-:46].[OH2:48]>>[C:1]([CH3:2])([CH3:3])([CH3:4])[O:5][C:6]([N:7]([CH2:8][c:9]1[cH:10][cH:11][c:12]([C:15]([F:16])([F:17])[F:18])[cH:13][cH:14]1)[c:19]1[n:20][cH:21][c:22]([CH:25]([OH:26])[c:45]2[c:39]3[cH:38][c:37]([O:36][CH2:35][CH2:34][N:31]4[CH2:30][CH2:29][O:28][CH2:33][CH2:32]4)[cH:42][n:41][c:40]3[nH:43][cH:44]2)[cH:23][cH:24]1)=[O:27].